From a dataset of the Open Reaction Database (ORD), a public repository of structured organic reaction records. describe an organic reaction: reactants, conditions, products, and yield Reactants: C[O-].[Li+] (lithium methoxide), Cl (hydrochloric acid), COC1=CC(=C(C=O)C=C1C=1SC=CC1)OCCN1CCOCC1 (4-Methoxy-2-(2-morpholin-4-yl-ethoxy)-5-thiophen-2-yl-benzaldehyde), C(C)(=O)C1=CC=C(C(=O)O)C=C1 (4-acetylbenzoic acid). Run in CN(C=O)C.CO (dimethylformamide methanol), O (water). Reaction conditions: time 2 hour. Product: Cl.COC1=CC(=C(C=C1C=1SC=CC1)/C=C/C(=O)C1=CC=C(C(=O)O)C=C1)OCCN1CCOCC1 (4-{3E-[4-Methoxy-2-(2-morpholin-4-yl-ethoxy)-5-thiophen-2-yl-phenyl]-acryloyl}-benzoic acid, hydrochloride). The yield is 98.0%. As a reaction SMILES: [CH3:1][O:2][C:3]1[C:10]([C:11]2[S:12][CH:13]=[CH:14][CH:15]=2)=[CH:9][C:6]([CH:7]=O)=[C:5]([O:16][CH2:17][CH2:18][N:19]2[CH2:24][CH2:23][O:22][CH2:21][CH2:20]2)[CH:4]=1.[C:25]([C:28]1[CH:36]=[CH:35][C:31]([C:32]([OH:34])=[O:33])=[CH:30][CH:29]=1)(=[O:27])[CH3:26].C[O-].[Li+].[ClH:40]>CN(C)C=O.CO.O>[ClH:40].[CH3:1][O:2][C:3]1[C:10]([C:11]2[S:12][CH:13]=[CH:14][CH:15]=2)=[CH:9][C:6](/[CH:7]=[CH:26]/[C:25]([C:28]2[CH:36]=[CH:35][C:31]([C:32]([OH:34])=[O:33])=[CH:30][CH:29]=2)=[O:27])=[C:5]([O:16][CH2:17][CH2:18][N:19]2[CH2:24][CH2:23][O:22][CH2:21][CH2:20]2)[CH:4]=1 |f:2.3,5.6,8.9|. Procedure: 4-Methoxy-2-(2-morpholin-4-yl-ethoxy)-5-thiophen-2-yl-benzaldehyde (Ex-60A, 0.15 g, 0.43 mmol) and 4-acetylbenzoic acid (0.071 g, 0.43 mmol) were dissolved in a dimethylformamide-methanol solution (3.0 mL, 7:3). After complete dissolution, lithium methoxide (0.065 g, 1.7 mmol) was added and the resulting bright orange slurry was stirred in the dark at room temperature for 2 h. Upon completion, as determined by HPLC, the mixture was diluted with water (10 mL), acidified with a 1 N hydrochloric ac... Starting materials: CC(CN1C=NC=2C=NC=3C=CC=C(C3C21)C2=CC=C(C=C2)OCCC)C (1-(2-methylpropyl)-9-(4-propoxyphenyl)-1H-imidazo[4,5-c]quinoline), C(C)#N (acetonitrile). Reaction conditions: time 36 hour. The product is CC(CN1C=NC=2C(=NC=3C=CC=C(C3C21)C2=CC=C(C=C2)OCCC)N)C (1-(2-methylpropyl)-9-(4-propoxyphenyl)-1H-imidazo[4,5-c]quinolin-4-amine). Reaction SMILES: [CH3:1][CH:2]([CH3:27])[CH2:3][N:4]1[C:16]2[C:15]3[C:14]([C:17]4[CH:22]=[CH:21][C:20]([O:23][CH2:24][CH2:25][CH3:26])=[CH:19][CH:18]=4)=[CH:13][CH:12]=[CH:11][C:10]=3[N:9]=[CH:8][C:7]=2[N:6]=[CH:5]1.C(#[N:30])C>>[CH3:1][CH:2]([CH3:27])[CH2:3][N:4]1[C:16]2[C:15]3[C:14]([C:17]4[CH:18]=[CH:19][C:20]([O:23][CH2:24][CH2:25][CH3:26])=[CH:21][CH:22]=4)=[CH:13][CH:12]=[CH:11][C:10]=3[N:9]=[C:8]([NH2:30])[C:7]=2[N:6]=[CH:5]1. Reported procedure: The method described in Part J of Example 365 was used to oxidize and aminate 1-(2-methylpropyl)-9-(4-propoxyphenyl)-1H-imidazo[4,5-c]quinoline (1.1 g, 3.1 mmol). The amination reaction was stirred for 36 hours. The crude product was purified by HPFC (eluting with chloroform:CMA in a gradient from 100:0 to 70:30) to provide an oil, which was stirred with acetonitrile to provide a solid. The solid was isolated by filtration and recrystallized from acetonitrile to provide 165 mg of 1-(2-methylprop... Starting materials: CCOC(=O)c1cncc(-c2ccc(C#N)c(F)c2)c1, CC(=O)[O-], CC#N, [K+], [Na+], [Na+], O=C([O-])[O-]. The product is CCOC(=O)c1cncc(-c2ccc(C#N)c(O)c2)c1. RXN SMILES: [CH2:1]([CH3:2])[O:3][C:4]([c:5]1[cH:6][n:7][cH:8][c:9](-[c:11]2[cH:12][c:13]([F:19])[c:14]([C:17]#[N:18])[cH:15][cH:16]2)[cH:10]1)=[O:20].[CH3:22][C:23]([O-:24])=[O:25].[CH3:32][C:33]#[N:34].[K+:21].[Na+:26].[Na+:27].[O-:28][C:29](=[O:30])[O-:31]>>[CH2:1]([CH3:2])[O:3][C:4]([c:5]1[cH:6][n:7][cH:8][c:9](-[c:11]2[cH:12][c:13]([OH:24])[c:14]([C:17]#[N:18])[cH:15][cH:16]2)[cH:10]1)=[O:20]. The reactants are CO, O=C(O)COc1cccc(C2CCCC(NCC(O)c3cccc(Cl)c3)C2)c1, C=[N+]=[N-]. Product: COC(=O)COc1cccc(C2CCCC(NCC(O)c3cccc(Cl)c3)C2)c1. As a reaction SMILES: [CH3:32][OH:33].[Cl:1][c:2]1[cH:3][c:4]([CH:8]([CH2:9][NH:10][CH:11]2[CH2:12][CH:13]([c:17]3[cH:18][c:19]([O:20][CH2:21][C:22](=[O:23])[OH:24])[cH:25][cH:26][cH:27]3)[CH2:14][CH2:15][CH2:16]2)[OH:28])[cH:5][cH:6][cH:7]1.[N+:29](=[N-:30])=[CH2:31]>>[Cl:1][c:2]1[cH:3][c:4]([CH:8]([CH2:9][NH:10][CH:11]2[CH2:12][CH:13]([c:17]3[cH:18][c:19]([O:20][CH2:21][C:22](=[O:23])[O:24][CH3:31])[cH:25][cH:26][cH:27]3)[CH2:14][CH2:15][CH2:16]2)[OH:28])[cH:5][cH:6][cH:7]1. The reactants are CN(C)C=O, OC(CCl)(Cc1ccc(F)cc1)C1(Cl)CC1, c1nc[nH]n1. The product is OC(Cc1ccc(F)cc1)(Cn1cncn1)C1(Cl)CC1. As a reaction SMILES: [CH3:22][N:23]([CH3:24])[CH:25]=[O:26].[Cl:6][CH2:7][C:8]([CH2:9][c:10]1[cH:11][cH:12][c:13]([F:16])[cH:14][cH:15]1)([OH:17])[C:18]1([Cl:21])[CH2:19][CH2:20]1.[nH:1]1[n:2][cH:3][n:4][cH:5]1>>[n:1]1([CH2:7][C:8]([CH2:9][c:10]2[cH:11][cH:12][c:13]([F:16])[cH:14][cH:15]2)([OH:17])[C:18]2([Cl:21])[CH2:19][CH2:20]2)[n:2][cH:3][n:4][cH:5]1. Reactants: C(CCCCCCC\C=C/CCCCCCCC)(=O)[O-].[Na+] (sodium oleate), [Fe](Cl)(Cl)Cl (iron (III) chloride). Conditions: time 30 minute. The product is [Fe].C(CCCCCCC\C=C/CCCCCCCC)(=O)[O-] (iron oleate). Reaction SMILES: [C:1]([O-:20])(=[O:19])[CH2:2][CH2:3][CH2:4][CH2:5][CH2:6][CH2:7][CH2:8]/[CH:9]=[CH:10]\[CH2:11][CH2:12][CH2:13][CH2:14][CH2:15][CH2:16][CH2:17][CH3:18].[Na+].[Fe:22](Cl)(Cl)Cl>>[Fe:22].[C:1]([O-:20])(=[O:19])[CH2:2][CH2:3][CH2:4][CH2:5][CH2:6][CH2:7][CH2:8]/[CH:9]=[CH:10]\[CH2:11][CH2:12][CH2:13][CH2:14][CH2:15][CH2:16][CH2:17][CH3:18] |f:0.1,3.4|. Procedure: The SPIONs were synthesized according to a previously reported procedure. Briefly, the iron-oleate complexes were prepared by reacting sodium oleate and iron (III) chloride. The SPIONS were synthesized with an average size of 13 nm. For the synthesis of SPIONs with an average size of 13 nm, 18 g of iron-oleate complex with 20 mmol concentration and 5.7 g of oleic acid with 20 mmol concentration were dissolved in 100 g of 1-octadecene at room temperature. The reaction mixture was degassed at 80° ... RXN SMILES: [CH3:1][c:2]1[c:3]2[n:4]([c:5]3[cH:6][cH:7][cH:8][cH:9][c:10]13)[C:11](=[O:42])[N:12]([CH:15]([CH3:16])[c:17]1[n:18][cH:19][n:20]([C:23]([c:24]3[cH:25][cH:26][cH:27][cH:28][cH:29]3)([c:30]3[cH:31][cH:32][cH:33][cH:34][cH:35]3)[c:36]3[cH:37][cH:38][cH:39][cH:40][cH:41]3)[c:21]1[CH3:22])[CH2:13][CH2:14]2.[CH3:43][C:44](=[O:45])[OH:46].[OH2:47]>>[CH3:1][c:2]1[c:3]2[n:4]([c:5]3[cH:6][cH:7][cH:8][cH:9][c:10]13)[C:11](=[O:42])[N:12]([CH:15]([CH3:16])[c:17]1[n:18][cH:19][nH:20][c:21]1[CH3:22])[CH2:13][CH2:14]2. Reactants: Cc1c2n(c3ccccc13)C(=O)N(C(C)c1ncn(C(c3ccccc3)(c3ccccc3)c3ccccc3)c1C)CC2, CC(=O)O, O. The product is Cc1[nH]cnc1C(C)N1CCc2c(C)c3ccccc3n2C1=O.